From a dataset of the Open Reaction Database (ORD), a public repository of structured organic reaction records. describe an organic reaction: reactants, conditions, products, and yield Starting materials: C(C1=CC=CC=C1)ON1[C@@H]2CC[C@H](N(C1=O)C2)C(=O)NOC2CCOCC2 ((2S,5R)-6-(Benzyloxy)-7-oxo-N-(tetrahydro-2H-pyran-4-yloxy)-1,6-diazabicyclo[3.2.1]octane-2-carboxamide), [H][H] (hydrogen). The reagents and catalysts are [Pd] (Pd/C). Run in CO (methanol). The product is ON1[C@@H]2CC[C@H](N(C1=O)C2)C(=O)NOC2CCOCC2 ((2S,5R)-6-Hydroxy-7-oxo-N-(tetrahydro-2H-pyran-4-yloxy)-1,6-diazabicyclo[3.2.1]octane-2-carboxamide). The yield is 96.2%. As a reaction SMILES: C([O:8][N:9]1[C:15](=[O:16])[N:14]2[CH2:17][C@H:10]1[CH2:11][CH2:12][C@H:13]2[C:18]([NH:20][O:21][CH:22]1[CH2:27][CH2:26][O:25][CH2:24][CH2:23]1)=[O:19])C1C=CC=CC=1.[H][H]>CO.[Pd]>[OH:8][N:9]1[C:15](=[O:16])[N:14]2[CH2:17][C@H:10]1[CH2:11][CH2:12][C@H:13]2[C:18]([NH:20][O:21][CH:22]1[CH2:27][CH2:26][O:25][CH2:24][CH2:23]1)=[O:19]. Procedure details: To a solution of (2S,5R)-6-(benzyloxy)-7-oxo-N-(tetrahydro-2H-pyran-4-yloxy)-1,6-diazabicyclo[3.2.1]octane-2-carboxamide 32 (0.26 g, 0.69 mml) in methanol (20 mL) was added 5% Pd/C (0.30 g). The mixture was hydrogenated under 35 psi hydrogen atmosphere at room temperature for 1 h. The catalyst was filtered out through Celite, and the filtrate was evaporated to give (2S,5R)-6-hydroxy-7-oxo-N-(tetrahydro-2H-pyran-4-yloxy)-1,6-diazabicyclo[3.2.1]octane-2-carboxamide 33 (0.19 g, 99%) as a colorless ...